From a dataset of the Open Reaction Database (ORD), a public repository of structured organic reaction records. describe an organic reaction: reactants, conditions, products, and yield The reactants are C([O-])([O-])=O.[K+].[K+] (potassium carbonate), BrC1=CNC2=NC=CC=C21 (3-bromo-1H-pyrrolo[2,3-b]pyridine), C1(=CC=CC=C1)S(=O)(=O)Cl (benzenesulfonyl chloride). Solvent: CC(=O)C (acetone). The product is C1(=CC=CC=C1)S(=O)(=O)N1C=C(C=2C1=NC=CC2)Br (1-benzenesulfonyl-3-bromo-1H-pyrrolo[2,3-b]pyridine). As a reaction SMILES: [Br:1][C:2]1[C:10]2[C:5](=[N:6][CH:7]=[CH:8][CH:9]=2)[NH:4][CH:3]=1.C(=O)([O-])[O-].[K+].[K+].[C:17]1([S:23](Cl)(=[O:25])=[O:24])[CH:22]=[CH:21][CH:20]=[CH:19][CH:18]=1>CC(C)=O>[C:17]1([S:23]([N:4]2[C:5]3=[N:6][CH:7]=[CH:8][CH:9]=[C:10]3[C:2]([Br:1])=[CH:3]2)(=[O:25])=[O:24])[CH:22]=[CH:21][CH:20]=[CH:19][CH:18]=1 |f:1.2.3|. Reported procedure: 3-Bromo-1H-pyrrolo[2,3-b]pyridine (3, 280 mg, 1.4 mmol) was dissolved in acetone (15 mL) and potassium carbonate (220 mg, 1.6 mmol) was added, followed by benzenesulfonyl chloride (0.2 mL, 1.6 mmol). The reaction mixture was heated to reflux overnight, filtered and concentrated under reduced pressure. The resulting solid was purified by flash chromatography (5%-20% ethyl acetate:hexanes) to provide the desired product, 4, (300 mg, 47%). MS(ESI) [M+H+]+=455.0. Product: ClC=1N=CN(C1)C1=C(C=C(C=C1)NC1=NN2C(C(CCCC2)C2=CC=C(C=C2)OCC(F)(F)F)=N1)OC (N-(4-(4-chloro-1H-imidazol-1-yl)-3-methoxyphenyl)-9-(4-(2,2,2-trifluoroethoxy)phenyl)-6,7,8,9-tetrahydro-5H-[1,2,4]triazolo[1,5-a]azepin-2-amine). As a reaction SMILES: Cl[CH2:2][CH2:3][CH2:4][CH2:5][CH:6]([C:19]1[NH:23][N:22]=[C:21]([NH:24][C:25]2[CH:30]=[CH:29][C:28]([N:31]3[CH:35]=[C:34]([Cl:36])[N:33]=[CH:32]3)=[C:27]([O:37][CH3:38])[CH:26]=2)[N:20]=1)[C:7]1[CH:12]=[CH:11][C:10]([O:13][CH2:14][C:15]([F:18])([F:17])[F:16])=[CH:9][CH:8]=1.[I-].[Na+]>CC(C)=O>[Cl:36][C:34]1[N:33]=[CH:32][N:31]([C:28]2[CH:29]=[CH:30][C:25]([NH:24][C:21]3[N:20]=[C:19]4[CH:6]([C:7]5[CH:12]=[CH:11][C:10]([O:13][CH2:14][C:15]([F:16])([F:18])[F:17])=[CH:9][CH:8]=5)[CH2:5][CH2:4][CH2:3][CH2:2][N:23]4[N:22]=3)=[CH:26][C:27]=2[O:37][CH3:38])[CH:35]=1 |f:1.2|. Solvent: CC(=O)C (acetone). Procedure details: A solution of 5-(5-chloro-1-(4-(2,2,2-trifluoroethoxy)phenyl)pentyl)-N-(4-(4-chloro-1H-imidazol-1-yl)-3-methoxyphenyl)-1H-1,2,4-triazol-3-amine (2.02 g, 3.54 mmol), sodium iodide (2.65 g, 17.7 mmol), and diisoproplylethylamine (0.618 mL, 3.54 mmol) in acetone (25 mL) was heated in a sealed vessel at 100° C. for 4 h. The reaction was concentrated in vacuo. The crude product was purified using silica gel column chromatography (50% EtOAc/chloroform) to afford 281 mg (15% yield) of the titled compou... Starting materials: ClCCCCC(C1=CC=C(C=C1)OCC(F)(F)F)C1=NC(=NN1)NC1=CC(=C(C=C1)N1C=NC(=C1)Cl)OC (5-(5-chloro-1-(4-(2,2,2-trifluoroethoxy)phenyl)pentyl)-N-(4-(4-chloro-1H-imidazol-1-yl)-3-methoxyphenyl)-1H-1,2,4-triazol-3-amine), [I-].[Na+] (sodium iodide). Isolated yield 14.9%.